From a dataset of the Open Reaction Database (ORD), a public repository of structured organic reaction records. describe an organic reaction: reactants, conditions, products, and yield Starting materials: C(#N)C1=CC2=C(OC([C@H]([C@@H]2O)Br)(C)C)C=C1 (6-cyano-3,4-dihydro-2,2-dimethyl-trans-3-bromo-4-hydroxy-2H-benzo[b]pyran), [H-].[Na+] (sodium hydride), C(#N)C1=CC2=C(OC(C3C2O3)(C)C)C=C1 (6-cyano-3,4-dihydro-2,2-dimethyl-3,4-epoxy-2H-benzo[b]pyran), N1C(CCC1)=O (2-Pyrrolidone), [H-].[Na+] (sodium hydride). Run in O (Water), CS(=O)C (dimethylsulphoxide). Reaction conditions: time 16 hour. Product: C(#N)C1=CC2=C(OC([C@H]([C@@H]2N2C(CCC2)=O)O)(C)C)C=C1 (6-Cyano-3,4-dihydro-2,2-dimethyl-trans-4-(2-oxo-1-pyrrolidinyl)-2H-benzo[b]pyran-3-ol). Yield: 60.0%. As a reaction SMILES: C(C1C=CC2OC(C)(C)[C@@H](Br)[C@H](O)C=2C=1)#N.[H-].[Na+].[C:19]([C:21]1[CH:33]=[CH:32][C:24]2[O:25][C:26]([CH3:31])([CH3:30])[CH:27]3[O:29][CH:28]3[C:23]=2[CH:22]=1)#[N:20].[NH:34]1[CH2:38][CH2:37][CH2:36][C:35]1=[O:39]>CS(C)=O.O>[C:19]([C:21]1[CH:33]=[CH:32][C:24]2[O:25][C:26]([CH3:31])([CH3:30])[C@@H:27]([OH:29])[C@H:28]([N:34]3[CH2:38][CH2:37][CH2:36][C:35]3=[O:39])[C:23]=2[CH:22]=1)#[N:20] |f:1.2|. Procedure: A solution of 6-cyano-3,4-dihydro-2,2-dimethyl-trans-3-bromo-4-hydroxy-2H-benzo[b]pyran (4 g, 14.2 mM) in dimethylsulphoxide (20 ml) was stirred and sodium hydride (60% dispersion in oil, 0.6 g, 15 mM) added. The suspension was stirred for 1 hour when a solution of 6-cyano-3,4-dihydro-2,2-dimethyl-3,4-epoxy-2H-benzo[b]pyran resulted. 2-Pyrrolidone (1.8 g, 21 mM) and further sodium hydride (0.8 g, 21 mM) were introduced and the mixture stirred at room temperature for an additional 16 hours. Water... Reactants: CC(=O)OCC1(COCc2ccccc2)OC(OC(C)=O)C(OC(C)=O)C1OCc1ccccc1, CC#N, C[Si](C)(C)OS(=O)(=O)C(F)(F)F, Cc1c[nH]c(=O)[nH]c1=O. The product is CC(=O)OCC1(COCc2ccccc2)OC(n2cc(C)c(=O)[nH]c2=O)C(OC(C)=O)C1OCc1ccccc1. RXN SMILES: [C:1]([CH3:2])(=[O:3])[O:4][CH2:5][C:6]1([CH2:27][O:28][CH2:29][c:30]2[cH:31][cH:32][cH:33][cH:34][cH:35]2)[CH:7]([O:19][CH2:20][c:21]2[cH:22][cH:23][cH:24][cH:25][cH:26]2)[CH:8]([O:15][C:16]([CH3:17])=[O:18])[CH:9]([O:10][C:11](=[O:12])[CH3:13])[O:14]1.[CH3:57][C:58]#[N:59].[S:45]([O:46][Si:47]([CH3:48])([CH3:49])[CH3:50])([C:51]([F:52])([F:53])[F:54])(=[O:55])=[O:56].[nH:36]1[c:37](=[O:38])[nH:39][c:40](=[O:41])[c:42]([CH3:43])[cH:44]1>>[C:1]([CH3:2])(=[O:3])[O:4][CH2:5][C:6]1([CH2:27][O:28][CH2:29][c:30]2[cH:31][cH:32][cH:33][cH:34][cH:35]2)[CH:7]([O:19][CH2:20][c:21]2[cH:22][cH:23][cH:24][cH:25][cH:26]2)[CH:8]([O:15][C:16]([CH3:17])=[O:18])[CH:9]([n:36]2[c:37](=[O:38])[nH:39][c:40](=[O:41])[c:42]([CH3:43])[cH:44]2)[O:14]1. The reactants are C1(=CC=CC=C1)C1(CCS(C2CNCC21)=O)C2=CC=CC=C2 ((-) -4,4-diphenylperhydrothiopyrano[2,3-c]pyrrole 1-oxide), CN(CC(C)OC1=C(C=CC=C1)CC(=O)O)C (2-[(3-dimethylamino-2-propoxy)phenyl]acetic acid), O.OC1=CC=CC=2NN=NC21 (hydroxybenzotriazole hydrate), CN(CCCN=C=NCC)C (1-(3-dimethylaminopropyl)-3-ethylcarbodiimide). Run in ClCCl (dichloromethane). Conditions: temperature 20 celsius, time 20 hour. Product: CN(CC(C)OC1=C(C=CC=C1)CC(=O)N1C[C@H]2[C@@H](C1)C(CC[S@]2=O)(C2=CC=CC=C2)C2=CC=CC=C2)C ((1R*,4aR*,7aR*)-(-)-6-{2-[(3-dimethylamino2-propoxy)phenyl]acetyl}-4,4-diphenylperhydrothiopyrano[2,3-c]pyrrole 1-oxide). As a reaction SMILES: O.OC1C2N=NNC=2C=CC=1.[C:12]1([C:18]2([C:28]3[CH:33]=[CH:32][CH:31]=[CH:30][CH:29]=3)[CH:26]3[CH:22]([CH2:23][NH:24][CH2:25]3)[S:21](=[O:27])[CH2:20][CH2:19]2)[CH:17]=[CH:16][CH:15]=[CH:14][CH:13]=1.[CH3:34][N:35]([CH3:50])[CH2:36][CH:37]([O:39][C:40]1[CH:45]=[CH:44][CH:43]=[CH:42][C:41]=1[CH2:46][C:47](O)=[O:48])[CH3:38].CN(C)CCCN=C=NCC>ClCCl>[CH3:50][N:35]([CH3:34])[CH2:36][CH:37]([O:39][C:40]1[CH:45]=[CH:44][CH:43]=[CH:42][C:41]=1[CH2:46][C:47]([N:24]1[CH2:25][C@H:26]2[C:18]([C:12]3[CH:13]=[CH:14][CH:15]=[CH:16][CH:17]=3)([C:28]3[CH:33]=[CH:32][CH:31]=[CH:30][CH:29]=3)[CH2:19][CH2:20][S@@:21](=[O:27])[C@H:22]2[CH2:23]1)=[O:48])[CH3:38] |f:0.1|. Procedure: 0.03 g of hydroxybenzotriazole hydrate is added to a solution, cooled to 0° C., of 1.06 g of (1R*, 4aR*, 7aR*) -(-) -4,4-diphenylperhydrothiopyrano[2,3-c]pyrrole 1-oxide and 0.81 g of 2-[(3-dimethylamino-2-propoxy)phenyl]acetic acid in 60 cm3 of dry dichloromethane, followed by 0.77 g of 1-(3-dimethylaminopropyl)-3-ethylcarbodiimide. After stirring for 2 hours at 0° C. and 20 hours at 20° C., the reaction mixture is washed with 20 cm3 of water and then dried over magnesium sulphate and concentra... Reactants: [H-].[Na+] (Sodium hydride), O=C(CP(OC)(OC)=O)CCCCC (dimethyl 2-oxoheptylphosphonate), COC(CCCC#CCN1C(CCCC1=O)C=O)=O (7-(2-formyl-6-oxo-piperidin-1-yl)-hept-5-ynoic acid methyl ester). Run in C1CCOC1 (THF), C1CCOC1 (THF). Conditions: time 10 minute. Yields the product COC(CCCC#CCN1C(CCCC1\C=C\C(CCCCC)=O)=O)=O (7-[2-oxo-6-((E)-3-oxo-oct-1-enyl)-piperidin-1-yl]-hept-5-ynoic acid methyl ester). Isolated yield 58.3%. Reaction SMILES: [H-].[Na+].[O:3]=[C:4]([CH2:12][CH2:13][CH2:14][CH2:15][CH3:16])[CH2:5]P(=O)(OC)OC.[CH3:17][O:18][C:19](=[O:35])[CH2:20][CH2:21][CH2:22][C:23]#[C:24][CH2:25][N:26]1[C:31](=[O:32])[CH2:30][CH2:29][CH2:28][CH:27]1[CH:33]=O>C1COCC1>[CH3:17][O:18][C:19](=[O:35])[CH2:20][CH2:21][CH2:22][C:23]#[C:24][CH2:25][N:26]1[CH:27](/[CH:33]=[CH:5]/[C:4](=[O:3])[CH2:12][CH2:13][CH2:14][CH2:15][CH3:16])[CH2:28][CH2:29][CH2:30][C:31]1=[O:32] |f:0.1|. Procedure: Sodium hydride (60% dispersion in oil, 37 mg, 0.91 mmol) was added to a solution of dimethyl 2-oxoheptylphosphonate (217 mg, 0.83 mmol) in THF (4 mL) at 0° C. After 10 min at 0° C., the solution was allowed to warm to rt. After 50 min at rt, the solution was recooled to 0° C. and 7-(2-formyl-6-oxo-piperidin-1-yl)-hept-5-ynoic acid methyl ester (crude from previous reaction, ˜0.92 mmol) in THF (2 mL) was added via cannula. The reaction was allowed to warm to rt. After 18 h at rt, the reaction was... Starting materials: N#Cc1c(N)cc(N)nc1Br, CC(=O)[O-], CO, [H][H], [K+], C1CCOC1. Yields the product N#Cc1cnc(N)cc1N. RXN SMILES: [Br:1][c:2]1[c:3]([C:10]#[N:11])[c:4]([NH2:9])[cH:5][c:6]([NH2:8])[n:7]1.[CH3:15][C:16](=[O:17])[O-:18].[CH3:19][OH:20].[H:12][H:13].[K+:14].[O:21]1[CH2:22][CH2:23][CH2:24][CH2:25]1>>[cH:2]1[c:3]([C:10]#[N:11])[c:4]([NH2:9])[cH:5][c:6]([NH2:8])[n:7]1. Starting materials: FC1=C(C=O)C=C(C=C1)OC (2-Fluoro-5-methoxybenzaldehyde), ester, C1(=CC=CC=C1)O (phenol), BrCC(OC)OC (2-bromo-1,1-dimethoxyethane), C([O-])([O-])=O.[K+].[K+] (potassium carbonate). Product: COC(COC1=C(C=CC(=C1)OC)F)OC (2-(2,2-dimethoxyethoxy)-1-fluoro-4-methoxybenzene). RXN SMILES: [F:1][C:2]1[CH:9]=[CH:8][C:7]([O:10][CH3:11])=[CH:6][C:3]=1C=O.C1([OH:18])C=CC=CC=1.Br[CH2:20][CH:21]([O:24][CH3:25])[O:22][CH3:23].C(=O)([O-])[O-].[K+].[K+]>>[CH3:23][O:22][CH:21]([O:24][CH3:25])[CH2:20][O:18][C:3]1[CH:6]=[C:7]([O:10][CH3:11])[CH:8]=[CH:9][C:2]=1[F:1] |f:3.4.5|. Reported procedure: 2-Fluoro-5-methoxybenzaldehyde was subjected to a Baeyer-Villiger reaction, followed by basic ester hydrolysis. The resulting phenol was reacted with 2-bromo-1,1-dimethoxyethane and potassium carbonate to provide 2-(2,2-dimethoxyethoxy)-1-fluoro-4-methoxybenzene. Cyclization was effected with Amberlyst 15 (see A. Goel and M. Dixit, Synlett 2004, 1990-1994) to afford 7-fluoro-4-methoxy-1-benzofuran, which was demethylated using boron tribromide.